From a dataset of the Open Reaction Database (ORD), a public repository of structured organic reaction records. describe an organic reaction: reactants, conditions, products, and yield Reactants: CO, [Cl-], ClCCl, c1ccc2c(c1)oc1c(N3CCNCC3)ncnc12, c1ccncc1, O=S(=O)(Nc1ncccn1)c1ccc(NC=S)cc1. Product: O=S(=O)(Nc1ncccn1)c1ccc(NC(=S)N2CCN(c3ncnc4c3oc3ccccc34)CC2)cc1. RXN SMILES: [CH3:46][OH:47].[Cl-:26].[Cl:48][CH2:49][Cl:50].[N:1]1([c:7]2[c:8]3[c:9]([n:10][cH:11][n:12]2)[c:13]2[c:14]([o:15]3)[cH:16][cH:17][cH:18][cH:19]2)[CH2:2][CH2:3][NH:4][CH2:5][CH2:6]1.[cH:20]1[cH:21][cH:22][n:23][cH:24][cH:25]1.[n:27]1[c:28]([NH:33][S:34](=[O:35])(=[O:36])[c:37]2[cH:38][cH:39][c:40]([NH:43][CH:44]=[S:45])[cH:41][cH:42]2)[n:29][cH:30][cH:31][cH:32]1>>[N:1]1([c:7]2[c:8]3[c:9]([n:10][cH:11][n:12]2)[c:13]2[c:14]([o:15]3)[cH:16][cH:17][cH:18][cH:19]2)[CH2:2][CH2:3][N:4]([C:44]([NH:43][c:40]2[cH:39][cH:38][c:37]([S:34]([NH:33][c:28]3[n:27][cH:32][cH:31][cH:30][n:29]3)(=[O:35])=[O:36])[cH:42][cH:41]2)=[S:45])[CH2:5][CH2:6]1. Reactants: C, CCO, O=[N+]([O-])c1ccc(Cn2ncc3ccccc32)cc1, C1CCOC1, [Pd]. Yields the product Nc1ccc(Cn2ncc3ccccc32)cc1. Reaction SMILES: [C:23].[CH3:20][CH2:21][OH:22].[N+:1]([O-:2])(=[O:3])[c:4]1[cH:5][cH:6][c:7]([CH2:8][n:9]2[n:10][cH:11][c:12]3[cH:13][cH:14][cH:15][cH:16][c:17]23)[cH:18][cH:19]1.[O:25]1[CH2:26][CH2:27][CH2:28][CH2:29]1.[Pd:24]>>[NH2:1][c:4]1[cH:5][cH:6][c:7]([CH2:8][n:9]2[n:10][cH:11][c:12]3[cH:13][cH:14][cH:15][cH:16][c:17]23)[cH:18][cH:19]1. Starting materials: N1CCC(CC1)CCCC1CCN(CC1)CCO (2-[4-(3-piperidin-4-yl-propyl)-piperidin-1-yl]-ethanol), ClC(=O)OC1=CC=C(C=C1)OC1=NC=C(C=C1)C(F)(F)F (4-(5-trifluoromethyl-pyridin-2-yloxy)-phenyl chloroformate). Product: FC(C=1C=CC(=NC1)OC1=CC=C(C=C1)OC(=O)N1CCC(CC1)CCCC1CCN(CC1)CCO)(F)F (4-{3-[1-(2-Hydroxy-ethyl)-piperidin-4-yl]-propyl}-piperidine-1-carboxylic acid 4-(5-trifluoromethyl-pyridin-2-yloxy)-phenyl ester). As a reaction SMILES: [NH:1]1[CH2:6][CH2:5][CH:4]([CH2:7][CH2:8][CH2:9][CH:10]2[CH2:15][CH2:14][N:13]([CH2:16][CH2:17][OH:18])[CH2:12][CH2:11]2)[CH2:3][CH2:2]1.Cl[C:20]([O:22][C:23]1[CH:28]=[CH:27][C:26]([O:29][C:30]2[CH:35]=[CH:34][C:33]([C:36]([F:39])([F:38])[F:37])=[CH:32][N:31]=2)=[CH:25][CH:24]=1)=[O:21]>>[F:38][C:36]([F:37])([F:39])[C:33]1[CH:34]=[CH:35][C:30]([O:29][C:26]2[CH:27]=[CH:28][C:23]([O:22][C:20]([N:1]3[CH2:6][CH2:5][CH:4]([CH2:7][CH2:8][CH2:9][CH:10]4[CH2:11][CH2:12][N:13]([CH2:16][CH2:17][OH:18])[CH2:14][CH2:15]4)[CH2:3][CH2:2]3)=[O:21])=[CH:24][CH:25]=2)=[N:31][CH:32]=1. Procedure: The title product was prepared from 2-[4-(3-piperidin-4-yl-propyl)-piperidin-1-yl]-ethanol and 4-(5-trifluoromethyl-pyridin-2-yloxy)-phenyl chloroformate. The reaction mixture was evaporated, diethyl ether (30 ml) was added and the title product isolated by filtration, washed with diethyl ether and dried to give (67%, white solid. HPLC-MS m/z=(M+1) 536.2, Rt: 3.39 min. Starting materials: CC(C)=O, CC(Cl)C(=O)NCCNc1cccc(OC(F)(F)F)c1, [I-], [Na+], [Na+], O=C([O-])O. Yields the product CC1C(=O)NCCN1c1cccc(OC(F)(F)F)c1. Reaction SMILES: [CH3:28][C:29](=[O:30])[CH3:31].[Cl:8][CH:9]([C:10](=[O:11])[NH:12][CH2:13][CH2:14][NH:15][c:16]1[cH:17][c:18]([O:22][C:23]([F:24])([F:25])[F:26])[cH:19][cH:20][cH:21]1)[CH3:27].[I-:2].[Na+:1].[Na+:7].[O-:3][C:4]([OH:5])=[O:6]>>[CH:9]1([CH3:27])[C:10](=[O:11])[NH:12][CH2:13][CH2:14][N:15]1[c:16]1[cH:17][c:18]([O:22][C:23]([F:24])([F:25])[F:26])[cH:19][cH:20][cH:21]1. Reactants: C(C)(C)(C)S(=O)(=O)C[C@H](C(=O)N[C@@H](CC1=CN(C=N1)C1=C(C=C(C=C1)[N+](=O)[O-])[N+](=O)[O-])C(=O)O)CC1=CC=CC=C1 (N-[(S)-α-[(tert-butylsulphonyl)methyl]hydrocinnamoyl]-1-(2,4-dinitrophenyl)-L-histidine), N[C@H]([C@H]([C@@H](O)C1CC1)O)CC1CCCCC1 ((1S,2R,3S)-3-amino-4-cyclohexyl-1-cyclopropyl-1,2-butanediol). Procedure details: In an analogous manner to that described in Example 4, by condensing N-[(S)-α-[(tert-butylsulphonyl)methyl]hydrocinnamoyl]-1-(2,4-dinitrophenyl)-L-histidine with (1S,2R,3S)-3-amino-4-cyclohexyl-1-cyclopropyl-1,2-butanediol there is obtained (S)-α-[(S)-α-[(tert-butylsulphonyl)methyl]hydrocinnamamido]-N-[(1S,2R,3S)-1-(cyclohexylmethyl)-3-cyclopropyl-2,3-dihydroxypropyl]-1-(2,4-dinitrophenyl)imidazole-4-propionamide as a yellow solid; MS: 797 (M+H)+. Yields the product C(C)(C)(C)S(=O)(=O)C[C@H](C(=O)N[C@H](C(=O)N[C@H]([C@H]([C@@H](O)C1CC1)O)CC1CCCCC1)CC=1N=CN(C1)C1=C(C=C(C=C1)[N+](=O)[O-])[N+](=O)[O-])CC1=CC=CC=C1 ((S)-α-[(S)-α-[(tert-butylsulphonyl)methyl]hydrocinnamamido]-N-[(1S,2R,3S)-1-(cyclohexylmethyl)-3-cyclopropyl-2,3-dihydroxypropyl]-1-(2,4-dinitrophenyl)imidazole-4-propionamide). Reaction SMILES: [C:1]([S:5]([CH2:8][C@@H:9]([CH2:35][C:36]1[CH:41]=[CH:40][CH:39]=[CH:38][CH:37]=1)[C:10]([NH:12][C@H:13]([C:32](O)=[O:33])[CH2:14][C:15]1[N:19]=[CH:18][N:17]([C:20]2[CH:25]=[CH:24][C:23]([N+:26]([O-:28])=[O:27])=[CH:22][C:21]=2[N+:29]([O-:31])=[O:30])[CH:16]=1)=[O:11])(=[O:7])=[O:6])([CH3:4])([CH3:3])[CH3:2].[NH2:42][C@@H:43]([CH2:51][CH:52]1[CH2:57][CH2:56][CH2:55][CH2:54][CH2:53]1)[C@@H:44]([OH:50])[C@H:45]([CH:47]1[CH2:49][CH2:48]1)[OH:46]>>[C:1]([S:5]([CH2:8][C@@H:9]([CH2:35][C:36]1[CH:37]=[CH:38][CH:39]=[CH:40][CH:41]=1)[C:10]([NH:12][C@@H:13]([CH2:14][C:15]1[N:19]=[CH:18][N:17]([C:20]2[CH:25]=[CH:24][C:23]([N+:26]([O-:28])=[O:27])=[CH:22][C:21]=2[N+:29]([O-:31])=[O:30])[CH:16]=1)[C:32]([NH:42][C@@H:43]([CH2:51][CH:52]1[CH2:57][CH2:56][CH2:55][CH2:54][CH2:53]1)[C@@H:44]([OH:50])[C@H:45]([CH:47]1[CH2:49][CH2:48]1)[OH:46])=[O:33])=[O:11])(=[O:7])=[O:6])([CH3:4])([CH3:2])[CH3:3]. Starting materials: esters, O[C@@H]1C[C@@H](N(C1)CC1=CC(=CC=C1)C(F)(F)F)C(=O)OCC1=CC(=CC=C1)C(F)(F)F ((2R,4R)-3-(trifluoromethyl)benzyl 4-hydroxy-1-(3-(trifluoromethyl)benzyl)pyrrolidine-2-carboxylate), [Li+].[OH-] (LiOH). The product is O[C@@H]1C[C@@H](N(C1)CC1=CC(=CC=C1)C(F)(F)F)C(=O)[O-].[Li+] (lithium (2R,4R)-4-hydroxy-1-(3-(trifluoromethyl)benzyl)pyrrolidine-2-carboxylate). Reaction SMILES: [OH:1][C@H:2]1[CH2:6][N:5]([CH2:7][C:8]2[CH:13]=[CH:12][CH:11]=[C:10]([C:14]([F:17])([F:16])[F:15])[CH:9]=2)[C@@H:4]([C:18]([O:20]CC2C=CC=C(C(F)(F)F)C=2)=[O:19])[CH2:3]1.[Li+:32].[OH-]>>[OH:1][C@H:2]1[CH2:6][N:5]([CH2:7][C:8]2[CH:13]=[CH:12][CH:11]=[C:10]([C:14]([F:16])([F:17])[F:15])[CH:9]=2)[C@@H:4]([C:18]([O-:20])=[O:19])[CH2:3]1.[Li+:32] |f:1.2,3.4|. Procedure details: The title compound (D15) (16 mg) was prepared according to the general procedure for esters hydrolysis starting from (2R,4R)-3-(trifluoromethyl)benzyl 4-hydroxy-1-(3-(trifluoromethyl)benzyl)pyrrolidine-2-carboxylate (D8) (50 mg). (LiOH: 2 eq; Reaction time: 4 hrs). The reactants are O=C([O-])[O-], CCCCCCCC(C)OS(C)(=O)=O, Oc1ccc(I)c(I)c1I, CCCCCCCCCCCCCC(C)Oc1c(I)cc(I)cc1I, [K+], [K+], CN(C)C=O. Yields the product CCCCCCCC(C)Oc1c(I)cc(I)cc1I. As a reaction SMILES: [C:25](=[O:26])([O-:27])[O-:28].[CH3:1][S:2]([O:3][CH:4]([CH2:5][CH2:6][CH2:7][CH2:8][CH2:9][CH2:10][CH3:11])[CH3:12])(=[O:13])=[O:14].[I:15][c:16]1[cH:17][cH:18][c:19]([OH:20])[c:21]([I:22])[c:23]1[I:24].[I:31][c:32]1[c:33]([O:34][CH:35]([CH3:36])[CH2:37][CH2:38][CH2:39][CH2:40][CH2:41][CH2:42][CH2:43][CH2:44][CH2:45][CH2:46][CH2:47][CH2:48][CH3:49])[c:50]([I:55])[cH:51][c:52]([I:54])[cH:53]1.[K+:29].[K+:30].[O:56]=[CH:57][N:58]([CH3:59])[CH3:60]>>[I:31][c:32]1[c:33]([O:34][CH:35]([CH3:36])[CH2:37][CH2:38][CH2:39][CH2:40][CH2:41][CH2:42][CH3:43])[c:50]([I:55])[cH:51][c:52]([I:54])[cH:53]1.